Dataset: the Open Reaction Database (ORD), a public repository of structured organic reaction records. Task: describe an organic reaction: reactants, conditions, products, and yield Starting materials: N[C@@H](CCC(=O)O)C(=O)O (L-glutamic acid), aqueous solution, [OH-].[Na+] (sodium hydroxide), aqueous solution, S(O)(O)(=O)=O (sulfuric acid), C#N (prussic acid), C=O (formalin), aqueous solution, [OH-].[Na+] (sodium hydroxide), C#N (prussic acid), C=O (formalin). Run in O (water). Run at temperature 90 celsius, time 2 hour. Product: C(=O)(O)CN([C@@H](CCC(=O)O)C(=O)O)CC(=O)O (N,N-bis(carboxymethyl)glutamic acid). As a reaction SMILES: N[C@H:2]([C:8]([OH:10])=[O:9])[CH2:3][CH2:4][C:5]([OH:7])=[O:6].[OH-:11].[Na+].[CH:13]#[N:14].[CH2:15]=[O:16].S(=O)(=O)(O)O>O>[C:15]([CH2:13][N:14]([CH2:4][C:5]([OH:7])=[O:6])[C@H:2]([C:8]([OH:10])=[O:9])[CH2:3][CH2:4][C:5]([OH:7])=[O:6])([OH:16])=[O:11] |f:1.2|. Procedure: A reactor was charged with 314.0 g of L-glutamic acid, 350.0 g of a 40% aqueous solution of sodium hydroxide and 200.0 g of water. The temperature of the contents was raised to 90° C., followed by the addition of 110.6 g of prussic acid, 405.4 g of 30% formalin and 450.0 g of a 40% aqueous solution of sodium hydroxide. The resulting mixture was stirred at 105° C. for 2 hours. After the completion of the reaction, the residual prussic acid was decomposed by the addition of 30.0 g of 10% formalin....